The task is: describe an organic reaction: reactants, conditions, products, and yield. This data is from the Open Reaction Database (ORD), a public repository of structured organic reaction records. Reactants: CC=1C=C(C=CC1C)C1CC(CN(C1)C(=O)N1CC(C1)O)C(=O)O (5-(3,4-Dimethylphenyl)-1-[(3-hydroxyazetidin-1-yl)carbonyl]piperidine-3-carboxylic acid), ON=C(C(C)C)N (N′-hydroxy-2-methylpropanimidamide). Product: CC=1C=C(C=CC1C)C1CN(CC(C1)C1=NC(=NO1)C(C)C)C(=O)N1CC(C1)O ({3-(3,4-Dimethylphenyl)-5-[3-(propan-2-yl)-1,2,4-oxadiazol-5-yl]piperidin-1-yl}(3-hydroxyazetidin-1-yl)methanone). Reaction SMILES: [CH3:1][C:2]1[CH:3]=[C:4]([CH:9]2[CH2:14][N:13]([C:15]([N:17]3[CH2:20][CH:19]([OH:21])[CH2:18]3)=[O:16])[CH2:12][CH:11]([C:22](O)=[O:23])[CH2:10]2)[CH:5]=[CH:6][C:7]=1[CH3:8].O[N:26]=[C:27]([NH2:31])[CH:28]([CH3:30])[CH3:29]>>[CH3:1][C:2]1[CH:3]=[C:4]([CH:9]2[CH2:10][CH:11]([C:22]3[O:23][N:31]=[C:27]([CH:28]([CH3:30])[CH3:29])[N:26]=3)[CH2:12][N:13]([C:15]([N:17]3[CH2:20][CH:19]([OH:21])[CH2:18]3)=[O:16])[CH2:14]2)[CH:5]=[CH:6][C:7]=1[CH3:8]. Procedure details: 72 mg (0.22 mmol) of the compound from Example 134A and 43 mg (0.33 mmol) of N′-hydroxy-2-methylpropanimidamide were reacted according to the General Method 2. Yield: 17 mg (19% of theory) Reactants: ClC=1C=CC=2N(N1)C(=CN2)C(=O)C=2C=C1C=CC=NC1=CC2 ((6-chloroimidazo[1,2-b]pyridazin-3-yl)(quinolin-6-yl)methanone), C1(=CC=CC=C1)B(O)O (phenylboronic acid), C([O-])([O-])=O.[Cs+].[Cs+] (cesium carbonate), O1CCOCC1 (1,4-dioxane), O (water). The reagents and catalysts are C1=CC=C(C=C1)P([C-]2C=CC=C2)C3=CC=CC=C3.C1=CC=C(C=C1)P([C-]2C=CC=C2)C3=CC=CC=C3.Cl[Pd]Cl.[Fe+2].C(Cl)Cl (PdCl2(dppf) CH2Cl2). Product: C1(=CC=CC=C1)C=1C=CC=2N(N1)C(=CN2)C(=O)C=2C=C1C=CC=NC1=CC2 ((6-phenylimidazo[1,2-b]pyridazin-3-yl)(quinolin-6-yl)methanone). Reaction SMILES: Cl[C:2]1[CH:3]=[CH:4][C:5]2[N:6]([C:8]([C:11]([C:13]3[CH:14]=[C:15]4[C:20](=[CH:21][CH:22]=3)[N:19]=[CH:18][CH:17]=[CH:16]4)=[O:12])=[CH:9][N:10]=2)[N:7]=1.[C:23]1(B(O)O)[CH:28]=[CH:27][CH:26]=[CH:25][CH:24]=1.C(=O)([O-])[O-].[Cs+].[Cs+].O1CCOCC1.O>C1C=CC(P(C2C=CC=CC=2)[C-]2C=CC=C2)=CC=1.C1C=CC(P(C2C=CC=CC=2)[C-]2C=CC=C2)=CC=1.Cl[Pd]Cl.[Fe+2].C(Cl)Cl>[C:23]1([C:2]2[CH:3]=[CH:4][C:5]3[N:6]([C:8]([C:11]([C:13]4[CH:14]=[C:15]5[C:20](=[CH:21][CH:22]=4)[N:19]=[CH:18][CH:17]=[CH:16]5)=[O:12])=[CH:9][N:10]=3)[N:7]=2)[CH:28]=[CH:27][CH:26]=[CH:25][CH:24]=1 |f:2.3.4,7.8.9.10.11|. Procedure: A 48 mL sealed tube was charged with (6-chloroimidazo[1,2-b]pyridazin-3-yl)(quinolin-6-yl)methanone (0.530 g, 1.72 mmol), phenylboronic acid (0.314 g, 2.58 mmol), cesium carbonate (1.68 g, 5.15 mmol), PdCl2(dppf)-CH2Cl2 adduct (0.0701 g, 0.0858 mmol), 1,4-dioxane (6.31 ml, 73.8 mmol), and water (1.11 ml, 61.8 mmol), flushed with argon, sealed, then placed in an 80° C. oil bath for 8 hours. The mixture was concentrated then triturated with water, followed by MeOH/DCM to give (6-phenylimidazo[1,2-... The reactants are C(#N)CC=1C=C(C#N)C=C(C1)C (3-Cyanomethyl-5-methyl-benzonitrile), ClC1=NC(=NC(=C1C(C)(C)O)OC)OC (2-(4-Chloro-2,6-dimethoxy-pyrimidin-5-yl)-propan-2-ol), CN(C)C=O (DMF), [H-].[Na+] (Sodium hydride). Conditions: temperature 0 celsius, time 1 hour. Yields the product OC1(OC(C2=C1N=C(N=C2OC)OC)(C)C)C=2C=C(C#N)C=C(C2)C (3-(7-Hydroxy-2,4-dimethoxy-5,5-dimethyl-5,7-dihydro-furo[3,4-d]pyrimidin-7-yl)-5-methyl-benzonitrile). Yield: 18.0%. Reaction SMILES: [C:1]([CH2:3][C:4]1[CH:5]=[C:6]([CH:9]=[C:10]([CH3:12])[CH:11]=1)[C:7]#[N:8])#[N:2].ClC1[C:19]([C:20]([OH:23])([CH3:22])[CH3:21])=[C:18]([O:24][CH3:25])[N:17]=[C:16]([O:26][CH3:27])N=1.[H-].[Na+].CN(C=[O:34])C>>[OH:34][C:3]1([C:4]2[CH:5]=[C:6]([CH:9]=[C:10]([CH3:12])[CH:11]=2)[C:7]#[N:8])[C:1]2[N:2]=[C:16]([O:26][CH3:27])[N:17]=[C:18]([O:24][CH3:25])[C:19]=2[C:20]([CH3:22])([CH3:21])[O:23]1 |f:2.3|. Procedure details: 3-Cyanomethyl-5-methyl-benzonitrile (0.067 g, 0.432 mmol) and 2-(4-Chloro-2,6-dimethoxy-pyrimidin-5-yl)-propan-2-ol (0.100 g, 0.432 mmol) was dissolved in DMF (1.5 mL) and cooled to 0° C. 60% Sodium hydride (0.035 g, 0.64 mmol) was added portionwise and the reaction was stirred at 0° C. for 1 h, then rt overnight. The reaction was quenched with 1N HCl, extracted with ethyl acetate and washed with saturated ammonium chloride solution. Organic layer was dried (MgSO4) and concentrated and purified ... Starting materials: CC(C)(C)OC(=O)N1CCc2cc(Oc3ccc(C(N)=O)cn3)ccc2C1, ClCCl, ClC(Cl)Cl, O=C(O)C(F)(F)F, [K+], [K+], O=C([O-])[O-]. Product: NC(=O)c1ccc(Oc2ccc3c(c2)CCNC3)nc1. RXN SMILES: [C:1]([O:2][C:3](=[O:4])[N:8]1[CH2:9][c:10]2[cH:11][cH:12][c:13]([O:18][c:19]3[n:20][cH:21][c:22]([C:25]([NH2:26])=[O:27])[cH:23][cH:24]3)[cH:14][c:15]2[CH2:16][CH2:17]1)([CH3:5])([CH3:6])[CH3:7].[Cl:28][CH2:29][Cl:30].[Cl:44][CH:45]([Cl:46])[Cl:47].[F:31][C:32]([F:33])([F:34])[C:35]([OH:36])=[O:37].[K+:38].[K+:39].[O-:40][C:41]([O-:42])=[O:43]>>[NH:8]1[CH2:9][c:10]2[cH:11][cH:12][c:13]([O:18][c:19]3[n:20][cH:21][c:22]([C:25]([NH2:26])=[O:27])[cH:23][cH:24]3)[cH:14][c:15]2[CH2:16][CH2:17]1. Starting materials: COC(=O)C1=NNC(=C(C1C1=CC(=CC=C1)Cl)C(=O)OCC)C (4-(3-chlorophenyl)-1,4-dihydro-6-methyl-pyridazine-3,5-dicarboxylic acid 5-ethyl 3-methyl ester), [OH-].[K+] (KOH). The product is C(C)OC(=O)C=1C(C(=NNC1C)C(=O)O)C1=CC(=CC=C1)Cl (4-(3-chlorophenyl)-1,4-dihydro-6-methyl-pyridazine-3,5-dicarboxylic acid 5-ethyl ester). RXN SMILES: C[O:2][C:3]([C:5]1[CH:10]([C:11]2[CH:16]=[CH:15][CH:14]=[C:13]([Cl:17])[CH:12]=2)[C:9]([C:18]([O:20][CH2:21][CH3:22])=[O:19])=[C:8]([CH3:23])[NH:7][N:6]=1)=[O:4].[OH-].[K+]>>[CH2:21]([O:20][C:18]([C:9]1[CH:10]([C:11]2[CH:16]=[CH:15][CH:14]=[C:13]([Cl:17])[CH:12]=2)[C:5]([C:3]([OH:4])=[O:2])=[N:6][NH:7][C:8]=1[CH3:23])=[O:19])[CH3:22] |f:1.2|. Reported procedure: 0.1 mol of 4-(3-chlorophenyl)-1,4-dihydro-6-methyl-pyridazine-3,5-dicarboxylic acid 5-ethyl 3-methyl ester is saponified with 0.105 mol of KOH analogously to Example 28 to give 4-(3-chlorophenyl)-1,4-dihydro-6-methyl-pyridazine-3,5-dicarboxylic acid 5-ethyl ester. Melting point 182° C. (ethanol). The reactants are C(O)([O-])=O.[Na+] (sodium hydrogencarbonate), N1(CCCCC1)CC1=CC(=NC=C1)OCCCNC(CSCCO)=O (N-[3-(4-piperidinomethyl-2-pyridyloxy)propyl]-2-(2-hydroxyethylthio)acetamide), C(C)(=O)OC(C)=O (acetic anhydride), ice water. Run in N1=CC=CC=C1 (pyridine). Conditions: temperature 60 celsius. The product is N1(CCCCC1)CC1=CC(=NC=C1)OCCCNC(CSCCOC(C)=O)=O (N-[3-(4-Piperidinomethyl-2-pyridyloxy)propyl]-2-(2-acetoxyethylthio)acetamide). The yield is 75.0%. RXN SMILES: [N:1]1([CH2:7][C:8]2[CH:13]=[CH:12][N:11]=[C:10]([O:14][CH2:15][CH2:16][CH2:17][NH:18][C:19](=[O:25])[CH2:20][S:21][CH2:22][CH2:23][OH:24])[CH:9]=2)[CH2:6][CH2:5][CH2:4][CH2:3][CH2:2]1.[C:26](OC(=O)C)(=[O:28])[CH3:27].C(=O)([O-])O.[Na+]>N1C=CC=CC=1>[N:1]1([CH2:7][C:8]2[CH:13]=[CH:12][N:11]=[C:10]([O:14][CH2:15][CH2:16][CH2:17][NH:18][C:19](=[O:25])[CH2:20][S:21][CH2:22][CH2:23][O:24][C:26](=[O:28])[CH3:27])[CH:9]=2)[CH2:6][CH2:5][CH2:4][CH2:3][CH2:2]1 |f:2.3|. Procedure: 0.49 g of N-[3-(4-piperidinomethyl-2-pyridyloxy)propyl]-2-(2-hydroxyethylthio)acetamide [prepared as described in step (b) above] was added to a mixture of 0.48 ml of acetic anhydride and 0.43 ml of pyridine, and the resulting mixture was warmed at 60° C. for 2 hours. At the end of this time, the reaction mixture was poured into ice-water and a saturated aqueous solution of sodium hydrogencarbonate was added to it. The resulting aqueous mixture was extracted with ethyl acetate. The extract was c... The reactants are BrCC1=CC2=CC=CC=C2C=C1 (2-(Bromomethyl)naphthalene), ClC=1N=CNC1Cl (4,5-Dichloroimidazole), [OH-].[K+] (potassium hydroxide), BrCC1=CC2=CC3=CC=CC=C3C=C2C=C1 (2-(Bromomethyl)anthracene). Run in C(C)#N (acetonitrile). Yields the product [Br-].C1=C(C=CC2=CC3=CC=CC=C3C=C12)C[N+]1=CN(C(=C1Cl)Cl)CC1=CC2=CC=CC=C2C=C1 (1-(anthracen-2-ylmethyl)-3-(napthalen-2-ylmethyl)-4,5-dichloroimidazolium bromide). As a reaction SMILES: [Cl:1][C:2]1[N:3]=[CH:4][NH:5][C:6]=1[Cl:7].[OH-].[K+].[Br:10][CH2:11][C:12]1[CH:25]=[CH:24][C:23]2[C:14](=[CH:15][C:16]3[C:21]([CH:22]=2)=[CH:20][CH:19]=[CH:18][CH:17]=3)[CH:13]=1.Br[CH2:27][C:28]1[CH:37]=[CH:36][C:35]2[C:30](=[CH:31][CH:32]=[CH:33][CH:34]=2)[CH:29]=1>C(#N)C>[Br-:10].[CH:13]1[C:14]2[C:23](=[CH:22][C:21]3[C:16]([CH:15]=2)=[CH:17][CH:18]=[CH:19][CH:20]=3)[CH:24]=[CH:25][C:12]=1[CH2:11][N+:3]1[C:2]([Cl:1])=[C:6]([Cl:7])[N:5]([CH2:27][C:28]2[CH:37]=[CH:36][C:35]3[C:30](=[CH:31][CH:32]=[CH:33][CH:34]=3)[CH:29]=2)[CH:4]=1 |f:1.2,6.7|. Procedure: 4,5-Dichloroimidazole (0.18 g, 1.33 mmol) and potassium hydroxide (0.08 g, 1.46 mmol) will be dissolved in a minimum volume of acetonitrile and stirred at reflux for 30 min. 2-(Bromomethyl)anthracene (2.71 g, 10.0 mmol) will be added and the mixture will be returned to reflux for 3 h. The mixture will be filtered hot to remove the KBr generated. 2-(Bromomethyl)naphthalene (2.21 g, 10.0 mmol) will be added to the filtrate and the mixture will be returned to reflux for 6 h. The volatile components...